This data is from the Open Reaction Database (ORD), a public repository of structured organic reaction records. The task is: describe an organic reaction: reactants, conditions, products, and yield Reactants: CO, N, CN(C)C=O, CSc1nn2c(Cl)cc(CN3CCN(C)CC3)nc2c1S(=O)(=O)c1ccccc1. Product: CSc1nn2c(N)cc(CN3CCN(C)CC3)nc2c1S(=O)(=O)c1ccccc1. RXN SMILES: [CH3:31][OH:32].[NH3:1].[O:33]=[CH:34][N:35]([CH3:36])[CH3:37].[c:2]1([S:8](=[O:9])(=[O:10])[c:11]2[c:12]([S:29][CH3:30])[n:13][n:14]3[c:15]2[n:16][c:17]([CH2:21][N:22]2[CH2:23][CH2:24][N:25]([CH3:28])[CH2:26][CH2:27]2)[cH:18][c:19]3[Cl:20])[cH:3][cH:4][cH:5][cH:6][cH:7]1>>[NH2:1][c:19]1[n:14]2[n:13][c:12]([S:29][CH3:30])[c:11]([S:8]([c:2]3[cH:3][cH:4][cH:5][cH:6][cH:7]3)(=[O:9])=[O:10])[c:15]2[n:16][c:17]([CH2:21][N:22]2[CH2:23][CH2:24][N:25]([CH3:28])[CH2:26][CH2:27]2)[cH:18]1. Reactants: C([O-])([O-])=O.[K+].[K+] (potassium carbonate), BrC1=C(C=CC=C1)N1CCNCC1 (1-(2-bromophenyl)piperazine), C(C)(=O)O (acetic acid), C1(CC1)C=O (cyclopropanecarbaldehyde), C(C)(=O)O[BH-](OC(C)=O)OC(C)=O.[Na+] (sodium triacetoxyborohydride). The solvent is O1CCCC1 (tetrahydrofuran), C(C)(=O)OCC (ethyl acetate). Conditions: time 88 hour. Yields the product BrC1=C(C=CC=C1)N1CCN(CC1)CC1CC1 (1-(2-Bromophenyl)-4-cyclopropylmethylpiperazine). Isolated yield 103.1%. RXN SMILES: [Br:1][C:2]1[CH:7]=[CH:6][CH:5]=[CH:4][C:3]=1[N:8]1[CH2:13][CH2:12][NH:11][CH2:10][CH2:9]1.C(O)(=O)C.[CH:18]1([CH:21]=O)[CH2:20][CH2:19]1.C(O[BH-](OC(=O)C)OC(=O)C)(=O)C.[Na+].C(=O)([O-])[O-].[K+].[K+]>O1CCCC1.C(OCC)(=O)C>[Br:1][C:2]1[CH:7]=[CH:6][CH:5]=[CH:4][C:3]=1[N:8]1[CH2:13][CH2:12][N:11]([CH2:21][CH:18]2[CH2:20][CH2:19]2)[CH2:10][CH2:9]1 |f:3.4,5.6.7|. Procedure details: To a solution of 1-(2-bromophenyl)piperazine (3.0 g, 12.4 mmol) in tetrahydrofuran (30 mL) were added acetic acid (0.71 mL, 12.4 mmol), cyclopropanecarbaldehyde (1.39 mL, 18.66 mmol) and sodium triacetoxyborohydride (4.22 g, 19.9 mmol), followed by stirring for 88 hours at room temperature. Aqueous solution of potassium carbonate was added to the reaction mixture, extraction was performed with ethyl acetate, and the organic layer was concentrated. The resultant residue was purified by NH silica ... The reactants are COC(C=C)=O (acrylic acid methyl ester), NCCC1COC2=C(O1)C=CC=C2 (2-(2-aminoethyl)-benzo-1,4-dioxan). Run in CO (methanol). Run at time 6 hour. Product: COC(=O)CCN(CCC1COC2=C(O1)C=CC=C2)CCC(=O)OC (N,N-bis(2-methoxycarbonylethyl)-N-[2-(benzo-1,4-dioxan-2-yl)ethyl]-amine). Isolated yield 91.5%. As a reaction SMILES: [CH3:1][O:2][C:3](=[O:6])[CH:4]=[CH2:5].[NH2:7][CH2:8][CH2:9][CH:10]1[O:15][C:14]2[CH:16]=[CH:17][CH:18]=[CH:19][C:13]=2[O:12][CH2:11]1>CO>[CH3:1][O:2][C:3]([CH2:4][CH2:5][N:7]([CH2:5][CH2:4][C:3]([O:2][CH3:1])=[O:6])[CH2:8][CH2:9][CH:10]1[O:15][C:14]2[CH:16]=[CH:17][CH:18]=[CH:19][C:13]=2[O:12][CH2:11]1)=[O:6]. Procedure: 34.1 g (0.396 mol) of acrylic acid methyl ester are added at room temperature to a solution of 32.25 g (0.18 mol) of 2-(2-aminoethyl)-benzo-1,4-dioxan [J. Augustin et al., J. Med. Chem. 8, 446 (1965)] in 250 ml of methanol. The reaction mixture is stirred for 6 hours at 50° and, after cooling, is concentrated by evaporation in vacuo. 57.9 g (91.5%) of N,N-bis(2-methoxycarbonylethyl)-N-[2-(benzo-1,4-dioxan-2-yl)ethyl]-amine are obtained in the form of a red oil. The reactants are COC(CC(=O)C=CC1=CC(=CC=C1)[N+](=O)[O-])=O (3-nitrobenzylideneacetoacetic acid methyl ester), C(C)#N (acetonitrile), C(C)NS(=O)(=O)CC(C=CN)=O (N-ethyl-4-amino-2-oxo-3-butenesulfonamide), C(C)(C)O (isopropanol). Run in CN(C=O)C (dimethylformamide). Product: COC(C1=C(NC=C(C1C1=CC(=CC=C1)[N+](=O)[O-])C(CS(NCC)(=O)=O)=O)C)=O (5-[(ethylsulfamoyl)acetyl]-1,4-dihydro-2-methyl-4-(3-nitrophenyl)nicotinic acid methyl ester). As a reaction SMILES: COC(=O)C[C:5]([CH:7]=[CH:8][C:9]1[CH:14]=[CH:13][CH:12]=[C:11]([N+:15]([O-:17])=[O:16])[CH:10]=1)=[O:6].[CH2:19]([NH:21][S:22]([CH2:25][C:26](=[O:30])[CH:27]=[CH:28][NH2:29])(=[O:24])=[O:23])[CH3:20].[C:31](#N)[CH3:32].[CH:34]([OH:37])(C)C>CN(C)C=O>[CH3:34][O:37][C:5](=[O:6])[C:7]1[CH:8]([C:9]2[CH:14]=[CH:13][CH:12]=[C:11]([N+:15]([O-:17])=[O:16])[CH:10]=2)[C:27]([C:26](=[O:30])[CH2:25][S:22](=[O:24])(=[O:23])[NH:21][CH2:19][CH3:20])=[CH:28][NH:29][C:31]=1[CH3:32]. Reported procedure: After boiling 2.5 g of 3-nitrobenzylideneacetoacetic acid methyl ester and 1.92 g of N-ethyl-4-amino-2-oxo-3-butenesulfonamide in a mixture of 10 ml of isopropanol and 5 ml of dimethylformamide for 6 hours there were obtained 2.2 g of 5-[(ethylsulfamoyl)acetyl]-1,4-dihydro-2-methyl-4-(3-nitrophenyl)nicotinic acid methyl ester of melting point 185°-187° (yellow crystalline powder from acetonitrile). Reactants: C(C)OC(CC1=CC(=CC(=C1)F)OC1=C(C=C(C=C1)Br)CBr)=O ([3-(4-bromo-2-bromomethyl-phenoxy)-5-fluoro-phenyl]-acetic acid ethyl ester), C[C@H]1NC(O[C@H]1C1=CC=CC=C1)=O ((4R,5S)-4-methyl-5-phenyl-2-oxazolidinone). Product: C(C)OC(CC1=CC(=CC(=C1)F)OC1=C(C=C(C=C1)Br)CN1C(O[C@H]([C@H]1C)C1=CC=CC=C1)=O)=O ({3-[4-Bromo-2-((4R,5S)-4-methyl-2-oxo-5-phenyl-oxazolidin-3-ylmethyl)-phenoxy]-5-fluoro-phenyl}-acetic acid ethyl ester). RXN SMILES: [CH2:1]([O:3][C:4](=[O:23])[CH2:5][C:6]1[CH:11]=[C:10]([F:12])[CH:9]=[C:8]([O:13][C:14]2[CH:19]=[CH:18][C:17]([Br:20])=[CH:16][C:15]=2[CH2:21]Br)[CH:7]=1)[CH3:2].[CH3:24][C@@H:25]1[C@H:29]([C:30]2[CH:35]=[CH:34][CH:33]=[CH:32][CH:31]=2)[O:28][C:27](=[O:36])[NH:26]1>>[CH2:1]([O:3][C:4](=[O:23])[CH2:5][C:6]1[CH:11]=[C:10]([F:12])[CH:9]=[C:8]([O:13][C:14]2[CH:19]=[CH:18][C:17]([Br:20])=[CH:16][C:15]=2[CH2:21][N:26]2[C@H:25]([CH3:24])[C@H:29]([C:30]3[CH:35]=[CH:34][CH:33]=[CH:32][CH:31]=3)[O:28][C:27]2=[O:36])[CH:7]=1)[CH3:2]. Procedure: Prepared according to the procedure described in Example 24, Step 7, using the following starting materials: [3-(4-bromo-2-bromomethyl-phenoxy)-5-fluoro-phenyl]-acetic acid ethyl ester and (4R,5S)-4-methyl-5-phenyl-2-oxazolidinone. Reactants: O=C1C=2C=CC(=CC2CCC1)OS(=O)(=O)C(F)(F)F (Trifluoro-methanesulfonic acid 5-oxo-5,6,7,8-tetrahydro-naphthalen-2-yl ester), Cl.C(CCC)C1=CC=C(C=C1)C1=CC(=CC=C1)NN ((4′-Butyl-biphenyl-3-yl)-hydrazine hydrochloride). Yields the product C(CCC)C1=CC=C(C=C1)C1=CC=C2C=3CCC4=C(C3NC2=C1)C=CC(=C4)OS(=O)(=O)C(F)(F)F (Trifluoro-methanesulfonic acid 9-(4-butyl-phenyl)-5,11-dihydro-6H-benzo[a]carbazol-3-yl ester). As a reaction SMILES: O=[C:2]1[CH2:11][CH2:10][CH2:9][C:8]2[CH:7]=[C:6]([O:12][S:13]([C:16]([F:19])([F:18])[F:17])(=[O:15])=[O:14])[CH:5]=[CH:4][C:3]1=2.Cl.[CH2:21]([C:25]1[CH:30]=[CH:29][C:28]([C:31]2[CH:36]=[CH:35][CH:34]=[C:33]([NH:37]N)[CH:32]=2)=[CH:27][CH:26]=1)[CH2:22][CH2:23][CH3:24]>>[CH2:21]([C:25]1[CH:30]=[CH:29][C:28]([C:31]2[CH:32]=[C:33]3[C:34]([C:11]4[CH2:10][CH2:9][C:8]5[CH:7]=[C:6]([O:12][S:13]([C:16]([F:19])([F:18])[F:17])(=[O:15])=[O:14])[CH:5]=[CH:4][C:3]=5[C:2]=4[NH:37]3)=[CH:35][CH:36]=2)=[CH:27][CH:26]=1)[CH2:22][CH2:23][CH3:24] |f:1.2|. Reported procedure: The title material is prepared by reacting Trifluoro-methanesulfonic acid 5-oxo-5,6,7,8-tetrahydro-naphthalen-2-yl ester and (4′-Butyl-biphenyl-3-yl)-hydrazine hydrochloride (example 70, step 2) in an analogous manner and similar yield to example 1, step 3 except that purification is accomplished by reverse phase UV triggered HPLC. 1H NMR (400 MHz, d6-DMSO) d 11.63 (s, 1H), 7.78 (m, 2H), 7.58 (m, 4H), 7.46 (s, 1H), 7.33 (d, J=6.7 Hz, 1H), 7.28 (m, 2H), 3.09 (m, 2H), 2.95 (m, 2H), 2.64 (m, 2H), 1...